This data is from the Open Reaction Database (ORD), a public repository of structured organic reaction records. The task is: describe an organic reaction: reactants, conditions, products, and yield The reactants are COC1=C2CCC(C(C2=CC=C1)CC(=O)OCC)=O (ethyl rac-1,2,3,4-tetrahydro-5-methoxy-2-oxo-1-napthylacetate), NCCN1CCOCC1 (4-(2-aminoethyl)morpholine), O (water). The solvent is C1(=CC=CC=C1)C (toluene). Product: COC1=CC=CC=2[C@H]3CC(N([C@H]3CCC21)CCN2CCOCC2)=O (rac-cis-1,3,3a, 4,5,9b-hexahydro-6-methoxy-3-(2-morpholinoethyl)-2H-benzo[e]indol-2-one). Isolated yield 85.7%. RXN SMILES: [CH3:1][O:2][C:3]1[CH:12]=[CH:11][CH:10]=[C:9]2[C:4]=1[CH2:5][CH2:6][C:7](=O)[CH:8]2[CH2:13][C:14]([O:16]CC)=O.[NH2:20][CH2:21][CH2:22][N:23]1[CH2:28][CH2:27][O:26][CH2:25][CH2:24]1.O>C1(C)C=CC=CC=1>[CH3:1][O:2][C:3]1[C:4]2[CH2:5][CH2:6][C@H:7]3[C@H:8]([CH2:13][C:14](=[O:16])[N:20]3[CH2:21][CH2:22][N:23]3[CH2:28][CH2:27][O:26][CH2:25][CH2:24]3)[C:9]=2[CH:10]=[CH:11][CH:12]=1. Reported procedure: A solution of 6.30 g (0.024 mol) of ethyl rac-1,2,3,4-tetrahydro-5-methoxy-2-oxo-1-napthylacetate in 100 ml of toluene was treated with 3.1 ml (0.024 mol) of 4-(2-aminoethyl)morpholine, whereupon the mixture was boiled on a water separator for 20 hours. After concentration the residue was hydrogenated with 1 g of Raney-nickel in 100 ml of ethanol at 120° and 180 bar. The product was chromatographed over silica gel with methylene chloride/methanol (9:1). There were obtained 6.80 g (86%) of oily r... The reactants are CCOC(=O)C=Cc1cc(OC)c(Cl)cc1NS(C)(=O)=O, CCO, [Na+], [OH-]. The product is COc1cc(C=CC(=O)O)c(NS(C)(=O)=O)cc1Cl. RXN SMILES: [CH2:1]([CH3:2])[O:3][C:4]([CH:5]=[CH:6][c:7]1[c:8]([NH:16][S:17](=[O:18])(=[O:19])[CH3:20])[cH:9][c:10]([Cl:15])[c:11]([O:13][CH3:14])[cH:12]1)=[O:21].[CH3:24][CH2:25][OH:26].[Na+:23].[OH-:22]>>[O:3]=[C:4]([CH:5]=[CH:6][c:7]1[c:8]([NH:16][S:17](=[O:18])(=[O:19])[CH3:20])[cH:9][c:10]([Cl:15])[c:11]([O:13][CH3:14])[cH:12]1)[OH:21].